This data is from the Open Reaction Database (ORD), a public repository of structured organic reaction records. The task is: describe an organic reaction: reactants, conditions, products, and yield Reactants: [H-].[Al+3].[Li+].[H-].[H-].[H-] (lithium aluminum hydride), O1CCCC1 (tetrahydrofuran), COC(C(C1=CNC2=C(C=CC=C12)CC)CC1=CC=CC=C1)=O (7-ethyl-α-(phenylmethyl)-1H-indole-3-acetic acid methyl ester), O1CCCC1 (tetrahydrofuran). Conditions: temperature 0 celsius. Product: C(C)C=1C=CC=C2C=C(NC12)C(CO)CC1=CC=CC=C1 (7-Ethyl-β-(phenylmethyl)-1H-indole-ethanol). Yield: 96.0%. Reaction SMILES: [H-].[Al+3].[Li+].[H-].[H-].[H-].COC(=O)C(CC1C=CC=CC=1)[C:11]1[C:19]2[C:14](=[C:15]([CH2:20][CH3:21])[CH:16]=[CH:17][CH:18]=2)[NH:13][CH:12]=1.[O:30]1[CH2:34][CH2:33][CH2:32][CH2:31]1>>[CH2:20]([C:15]1[CH:16]=[CH:17][CH:18]=[C:19]2[C:14]=1[NH:13][C:12]([CH:32]([CH2:33][C:34]1[CH:18]=[CH:19][CH:14]=[CH:15][CH:16]=1)[CH2:31][OH:30])=[CH:11]2)[CH3:21] |f:0.1.2.3.4.5|. Procedure: To a stirred suspension of lithium aluminum hydride (0.702 g, 18.5 mmol) in 80 mL of anhydrous tetrahydrofuran under nitrogen at 0° C. was slowly added (about 1.5 hours) a solution of 7-ethyl-α-(phenylmethyl)-1H-indole-3-acetic acid methyl ester (prepared in Step 2) (5.17 g, 16.8 mmol) in 30 mL of anhydrous tetrahydrofuran. The resulting dark red mixture was heated under reflux for 2 hours. It was cooled to 0° C., and quenched by the dropwise addition of 40 mL of water. The precipitated aluminum...